From a dataset of the Open Reaction Database (ORD), a public repository of structured organic reaction records. describe an organic reaction: reactants, conditions, products, and yield The reactants are [N+](=O)([O-])C1=NNC=C1 (3-nitro-1H-pyrazole), [H-].[Na+] (NaH), ClCOCC[Si](C)(C)C ([2-(chloromethoxy)ethyl]trimethylsilane). Run in C1CCOC1 (THF), C1CCOC1 (THF). Conditions: temperature 0 celsius, time 1 hour. The product is [N+](=O)([O-])C1=NN(C=C1)COCC[Si](C)(C)C (3-nitro-1-[[2-(trimethylsilyl)ethoxy]methyl]-1H-pyrazole). Yield: 73.0%. As a reaction SMILES: [N+:1]([C:4]1[CH:8]=[CH:7][NH:6][N:5]=1)([O-:3])=[O:2].[H-].[Na+].Cl[CH2:12][O:13][CH2:14][CH2:15][Si:16]([CH3:19])([CH3:18])[CH3:17]>C1COCC1>[N+:1]([C:4]1[CH:8]=[CH:7][N:6]([CH2:12][O:13][CH2:14][CH2:15][Si:16]([CH3:19])([CH3:18])[CH3:17])[N:5]=1)([O-:3])=[O:2] |f:1.2|. Reported procedure: Into a 3 L 4-necked round-bottom flask under nitrogen was placed a solution of 3-nitro-1H-pyrazole (100 g, 884.37 mmol, 1.00 equiv.) in THF (1.5 L), followed by the addition of NaH (53 g, 1.32 mol, 1.50 equiv, 60% suspension) batchwise at 0° C. The resulting solution was stirred at 0° C. for 1 h. A solution of [2-(chloromethoxy)ethyl]trimethylsilane (117.4 g, 704.17 mmol, 1.20 equiv) in THF (500 mL) was then added dropwise with stirring at 0° C. The resulting solution was stirred at 25° C. for 1... Reactants: CCN=C=NCCCN(C)C, C=COCCON, CCN(C(C)C)C(C)C, Cl, O=C(O)c1cc2ccncn2c1Nc1ccc(I)cc1F, CN(C)C=O, On1nnc2ccccc21. The product is C=COCCONC(=O)c1cc2ccncn2c1Nc1ccc(I)cc1F. RXN SMILES: [CH3:39][CH2:40][N:41]=[C:42]=[N:43][CH2:44][CH2:45][CH2:46][N:47]([CH3:48])[CH3:49].[CH:22](=[CH2:23])[O:24][CH2:25][CH2:26][O:27][NH2:28].[CH:51]([N:52]([CH2:53][CH3:54])[CH:55]([CH3:56])[CH3:57])([CH3:58])[CH3:59].[ClH:50].[F:1][c:2]1[c:3]([NH:9][c:10]2[c:11]([C:19](=[O:20])[OH:21])[cH:12][c:13]3[n:14]2[cH:15][n:16][cH:17][cH:18]3)[cH:4][cH:5][c:6]([I:8])[cH:7]1.[O:60]=[CH:61][N:62]([CH3:63])[CH3:64].[OH:29][n:30]1[c:31]2[c:32]([cH:33][cH:34][cH:35][cH:36]2)[n:37][n:38]1>>[F:1][c:2]1[c:3]([NH:9][c:10]2[c:11]([C:19](=[O:21])[NH:28][O:27][CH2:26][CH2:25][O:24][CH:22]=[CH2:23])[cH:12][c:13]3[n:14]2[cH:15][n:16][cH:17][cH:18]3)[cH:4][cH:5][c:6]([I:8])[cH:7]1. Reactants: CCOC(=O)CBr, Cc1cc(C(O)(C(F)(F)Cl)C(F)(F)Cl)cc(C)c1N, CC#N, [I-], [K+], [Na+], O=C([O-])O. Yields the product CCOC(=O)CNc1c(C)cc(C(O)(C(F)(F)Cl)C(F)(F)Cl)cc1C. Reaction SMILES: [Br:20][CH2:21][C:22](=[O:23])[O:24][CH2:25][CH3:26].[CH3:1][c:2]1[c:3]([NH2:4])[c:5]([CH3:19])[cH:6][c:7]([C:9]([C:10]([Cl:11])([F:12])[F:13])([C:14]([Cl:15])([F:16])[F:17])[OH:18])[cH:8]1.[CH3:34][C:35]#[N:36].[I-:28].[K+:27].[Na+:33].[O-:29][C:30]([OH:31])=[O:32]>>[CH3:1][c:2]1[c:3]([NH:4][CH2:21][C:22](=[O:23])[O:24][CH2:25][CH3:26])[c:5]([CH3:19])[cH:6][c:7]([C:9]([C:10]([Cl:11])([F:12])[F:13])([C:14]([Cl:15])([F:16])[F:17])[OH:18])[cH:8]1. Starting materials: FC(OC1=CC=C(C=C1)N1C(C2(CC1)CCNCC2)=O)(F)F (2-(4-trifluoromethoxy-phenyl)-2,8-diaza-spiro[4.5]decan-1-one), O=C(OC(Cl)(Cl)Cl)Cl (diphosgene), FC1=CC=C(CN)C=C1 (4-Fluoro-benzylamine). Procedure: This material was prepared in analogy to example 251 step B) from 2-(4-trifluoromethoxy-phenyl)-2,8-diaza-spiro[4.5]decan-1-one, diphosgene and 4-Fluoro-benzylamine. MS (ESI): 466.4 (MH+). As a reaction SMILES: [F:1][C:2]([F:22])([F:21])[O:3][C:4]1[CH:9]=[CH:8][C:7]([N:10]2[CH2:14][CH2:13][C:12]3([CH2:19][CH2:18][NH:17][CH2:16][CH2:15]3)[C:11]2=[O:20])=[CH:6][CH:5]=1.O=C(Cl)[O:25][C:26](Cl)(Cl)Cl.[F:31][C:32]1[CH:39]=[CH:38][C:35]([CH2:36][NH2:37])=[CH:34][CH:33]=1>>[F:31][C:32]1[CH:39]=[CH:38][C:35]([CH2:36][NH:37][C:26]([N:17]2[CH2:16][CH2:15][C:12]3([C:11](=[O:20])[N:10]([C:7]4[CH:8]=[CH:9][C:4]([O:3][C:2]([F:1])([F:21])[F:22])=[CH:5][CH:6]=4)[CH2:14][CH2:13]3)[CH2:19][CH2:18]2)=[O:25])=[CH:34][CH:33]=1. Yields the product FC1=CC=C(CNC(=O)N2CCC3(CCN(C3=O)C3=CC=C(C=C3)OC(F)(F)F)CC2)C=C1 (1-Oxo-2-(4-trifluoromethoxy-phenyl)-2,8-diaza-spiro[4.5]decane-8-carboxylic acid 4-fluoro-benzylamide). Reactants: O=C([O-])[O-], CC(C)O, [Cl-], CC(C)OC(=O)CCCC1CCC2C(CC(OC=O)C2C=CC(COc2cc(F)ccc2F)OC2CCCCO2)OC1, [K+], [K+], [NH4+]. Product: CC(C)OC(=O)CCCC1CCC2C(CC(O)C2C=CC(COc2cc(F)ccc2F)OC2CCCCO2)OC1. RXN SMILES: [C:43](=[O:44])([O-:45])[O-:46].[CH3:51][CH:52]([OH:53])[CH3:54].[Cl-:49].[F:1][c:2]1[c:3]([O:4][CH2:5][CH:6]([CH:7]=[CH:8][CH:9]2[CH:10]([O:28][CH:29]=[O:30])[CH2:11][CH:12]3[O:13][CH2:14][CH:15]([CH2:19][CH2:20][CH2:21][C:22](=[O:23])[O:24][CH:25]([CH3:26])[CH3:27])[CH2:16][CH2:17][CH:18]23)[O:31][CH:32]2[O:33][CH2:34][CH2:35][CH2:36][CH2:37]2)[cH:38][c:39]([F:42])[cH:40][cH:41]1.[K+:47].[K+:48].[NH4+:50]>>[F:1][c:2]1[c:3]([O:4][CH2:5][CH:6]([CH:7]=[CH:8][CH:9]2[CH:10]([OH:28])[CH2:11][CH:12]3[O:13][CH2:14][CH:15]([CH2:19][CH2:20][CH2:21][C:22](=[O:23])[O:24][CH:25]([CH3:26])[CH3:27])[CH2:16][CH2:17][CH:18]23)[O:31][CH:32]2[O:33][CH2:34][CH2:35][CH2:36][CH2:37]2)[cH:38][c:39]([F:42])[cH:40][cH:41]1.